describe an organic reaction: reactants, conditions, products, and yield From a dataset of the Open Reaction Database (ORD), a public repository of structured organic reaction records. The product is C1=C(C=C(C(=C1[N+](=O)[O-])N)[N+](=O)[O-])[N+](=O)[O-] (picramide). Solvent: S1(=O)(=O)CCCC1 (sulfolane). Procedure: Ammonium picrate (0.18 g, 0.75 mmol) and ammonium carbamate (0.59 g, 7.5 mmol) are suspended in sulfolane (3 ml) and stirred for 2 hr with the application of heat which raises the temperature of the reaction from 25° C. to 177° C. The reaction is continued an additional 6 hr at 177° C. and cooled to ambient temperature. Water (30 ml) is added to the slurry and the product is collected, washed with water and dried to yield 0.12 g (68%) of picramide (Table 1, entry 3). The yield is 70.1%. RXN SMILES: [C:1]1([C:15]([O-])=[C:11]([N+:12]([O-:14])=[O:13])[CH:10]=[C:6]([N+:7]([O-:9])=[O:8])[CH:5]=1)[N+:2]([O-:4])=[O:3].[NH4+].C(=O)([O-])[NH2:19].[NH4+].O>S1(CCCC1)(=O)=O>[CH:5]1[C:1]([N+:2]([O-:4])=[O:3])=[C:15]([NH2:19])[C:11]([N+:12]([O-:14])=[O:13])=[CH:10][C:6]=1[N+:7]([O-:9])=[O:8] |f:0.1,2.3|. Conditions: time 2 hour. Starting materials: C1([N+](=O)[O-])=CC([N+](=O)[O-])=CC([N+](=O)[O-])=C1[O-].[NH4+] (Ammonium picrate), C(N)([O-])=O.[NH4+] (ammonium carbamate), O (Water). Starting materials: C(C)(C)[Ge](Cl)(C(C)C)C(C)C (Triisopropylchlorogermane), [Li]CCCC (nBuLi), ice, C(C)NC (ethylmethylamine), CCOCC (ether). Reaction conditions: time 2 hour. Yields the product C(C)C(C)(C)[Ge](C(C)C)(C(C)C)NC (Ethylmethylaminotriisopropylgermane). The yield is 98.0%. Reaction SMILES: [Li][CH2:2][CH2:3][CH2:4][CH3:5].C([NH:8][CH3:9])C.[CH:10]([Ge:13](C(C)C)([CH:15]([CH3:17])[CH3:16])Cl)([CH3:12])[CH3:11].[CH3:21]COCC>>[CH2:3]([C:4]([Ge:13]([NH:8][CH3:9])([CH:15]([CH3:17])[CH3:16])[CH:10]([CH3:12])[CH3:11])([CH3:5])[CH3:21])[CH3:2]. Reported procedure: A solution of nBuLi (2M in hexanes, 26.34 mL, 42.14 mmol) was slowly added to an ice-cooled solution of ethylmethylamine (3.98 mL, 46.35 mmol) in ether (100 mL). The resulting white mixture was stirred for 2 hours. Triisopropylchlorogermane (9.16 mL, 42.14 mmol) was added dropwise and the reaction mixture slowly warmed to room temperature. The mixture was stirred overnight, the solvent evaporated under vacuum, and the residue washed with pentane (100 mL). The mixture was filtered through a mediu... Procedure details: 3-(3-Chloropropylsulfonylamino)-2-methylcarbamoyloxy-1-octadecylcarbamoyloxypropane III c2 is allowed to react and worked up by the same procedure as described in (5). m.p. 97°-99° C. The summary of the experimental condition and the physical data of the product are listed in the Table 8. The product is ICCCS(=O)(=O)NCC(COC(NCCCCCCCCCCCCCCCCCC)=O)OC(NC)=O (3-(3-iodopropylsulfonylamino)-2-methylcarbamoyloxy-1-octadecylcarbamoyloxypropane). As a reaction SMILES: Cl[CH2:2][CH2:3][CH2:4][S:5]([NH:8][CH2:9][CH:10]([O:34][C:35](=[O:38])[NH:36][CH3:37])[CH2:11][O:12][C:13](=[O:33])[NH:14][CH2:15][CH2:16][CH2:17][CH2:18][CH2:19][CH2:20][CH2:21][CH2:22][CH2:23][CH2:24][CH2:25][CH2:26][CH2:27][CH2:28][CH2:29][CH2:30][CH2:31][CH3:32])(=[O:7])=[O:6].C(SCC(OC(=O)NC)COC(C1C=CC=CC=1)(C1C=CC=CC=1)C1C=CC=CC=1)CCCCCCCCCCCCCCC.C(SCC(OC)CNS(CCC[I:111])(=O)=O)CCCCCCCCCCCCCCC>>[I:111][CH2:2][CH2:3][CH2:4][S:5]([NH:8][CH2:9][CH:10]([O:34][C:35](=[O:38])[NH:36][CH3:37])[CH2:11][O:12][C:13](=[O:33])[NH:14][CH2:15][CH2:16][CH2:17][CH2:18][CH2:19][CH2:20][CH2:21][CH2:22][CH2:23][CH2:24][CH2:25][CH2:26][CH2:27][CH2:28][CH2:29][CH2:30][CH2:31][CH3:32])(=[O:7])=[O:6]. Starting materials: ClCCCS(=O)(=O)NCC(COC(NCCCCCCCCCCCCCCCCCC)=O)OC(NC)=O (3-(3-Chloropropylsulfonylamino)-2-methylcarbamoyloxy-1-octadecylcarbamoyloxypropane), C(CCCCCCCCCCCCCCC)SCC(COC(C1=CC=CC=C1)(C1=CC=CC=C1)C1=CC=CC=C1)OC(NC)=O (1-hexadecylthio-2-methylcarbamoyloxy-3-trityloxypropane), C(CCCCCCCCCCCCCCC)SCC(CNS(=O)(=O)CCCI)OC (1-hexadecylthio-3-(3-iodopropylsulfonylamino)-2-methoxypropane). The reactants are C(C)N(CCN(CC)CC)CC (tetraethylethylenediamine), [Cl-].[NH4+] (ammonium chloride), C[Si]([N-][Si](C)(C)C)(C)C.[Na+] (sodium hexamethyldisilazide), C(C)(=O)OC (methyl acetate), C(C)(C)(C)OC(=O)N1[C@H](C=O)C[C@H](C1)O[Si](C)(C)C(C)(C)C ((2S,4R)-N-tert-butoxycarbonyl-4-(tert-butyldimethylsiloxy)prolinal). The solvent is O1CCCC1 (tetrahydrofuran), O1CCCC1 (tetrahydrofuran), O1CCCC1 (tetrahydrofuran). Run at time 30 minute. Product: C(C)(C)(C)OC(=O)N1[C@@H](C[C@H](C1)O[Si](C)(C)C(C)(C)C)C(CC(=O)OC)O ((2S,4R)-N-tert-Butoxycarbonyl-4-tert-butyldimethylsiloxy-2-[1-hydroxy-2-(methoxycarbonyl)ethyl]pyrrolidine). Yield: 87.1%. RXN SMILES: C(N(CC)CCN(CC)CC)C.C[Si](C)(C)[N-][Si](C)(C)C.[Na+].[C:23]([O:26][CH3:27])(=[O:25])[CH3:24].[C:28]([O:32][C:33]([N:35]1[CH2:41][C@H:40]([O:42][Si:43]([C:46]([CH3:49])([CH3:48])[CH3:47])([CH3:45])[CH3:44])[CH2:39][C@H:36]1[CH:37]=[O:38])=[O:34])([CH3:31])([CH3:30])[CH3:29].[Cl-].[NH4+]>O1CCCC1>[C:28]([O:32][C:33]([N:35]1[CH2:41][C@H:40]([O:42][Si:43]([C:46]([CH3:49])([CH3:48])[CH3:47])([CH3:45])[CH3:44])[CH2:39][C@H:36]1[CH:37]([OH:38])[CH2:24][C:23]([O:26][CH3:27])=[O:25])=[O:34])([CH3:31])([CH3:30])[CH3:29] |f:1.2,5.6|. Reported procedure: To a mixture of tetrahydrofuran (45 ml) and tetraethylethylenediamine (1.5 ml) were successively added a 1.0M sodium hexamethyldisilazide--tetrahydrofuran solution (0.892 ml) and methyl acetate (71.2 μl) at -78° C. The mixture was stirred for 30 minutes, and then a tetrahydrofuran solution of (2S,4R)-N-tert-butoxycarbonyl-4-(tert-butyldimethylsiloxy)prolinal (196 mg) was added thereto. This solution was stirred for 30 minutes. Saturated aqueous ammonium chloride was added to the reaction solutio... The reactants are [Na] (sodium), C[O-].[Na+] (sodium methoxide), reagent, ClC1=NC(=C(C=O)C=C1)C (6-chloro-2-methylnicotinaldehyde), [Cl-].[NH4+] (ammonium chloride). Run in CO (methanol), C1CCOC1 (THF), C1CCOC1 (THF). Reaction conditions: temperature -78 celsius. The product is C[O-].[Na+] (sodium methoxide), ClC1=CC=C(C(=N1)C)C#C (6-Chloro-3-ethynyl-2-methylpyridine). RXN SMILES: [Na].[CH3:2][O-].[Na+:4].[Cl:5][C:6]1[CH:13]=[CH:12][C:9]([CH:10]=[O:11])=[C:8]([CH3:14])[N:7]=1.[Cl-].[NH4+]>CO.C1COCC1>[CH3:10][O-:11].[Na+:4].[Cl:5][C:6]1[N:7]=[C:8]([CH3:14])[C:9]([C:10]#[CH:2])=[CH:12][CH:13]=1 |f:1.2,4.5,8.9,^1:0|. Procedure: A 4.37 M sodium methoxide solution was prepared by dissolving sodium metal (2.10 g, 91.4 mmol) in dry methanol (20 ml). In a separate flask, Bestmann's reagent (2.11 ml, 13.5 mmol) was taken up in THF (44.3 ml) and cooled to −78° C. The sodium methoxide solution (3.09 ml, 13.50 mmol) was added dropwise to the reaction mixture over 30 minutes. A solution of 6-chloro-2-methylnicotinaldehyde (1.00 g, 6.43 mmol) in THF (20 ml) and then added dropwise to the reaction over 30 minutes and the reaction ... Reactants: O=Cc1ccc(F)cc1, [H-], [Na+], CN(C)C=O, O, OCCNc1ncccn1. Yields the product O=Cc1ccc(OCCNc2ncccn2)cc1. RXN SMILES: [F:13][c:14]1[cH:15][cH:16][c:17]([CH:18]=[O:19])[cH:20][cH:21]1.[H-:1].[Na+:2].[O:23]=[CH:24][N:25]([CH3:26])[CH3:27].[OH2:22].[n:3]1[c:4]([NH:9][CH2:10][CH2:11][OH:12])[n:5][cH:6][cH:7][cH:8]1>>[n:3]1[c:4]([NH:9][CH2:10][CH2:11][O:12][c:14]2[cH:15][cH:16][c:17]([CH:18]=[O:19])[cH:20][cH:21]2)[n:5][cH:6][cH:7][cH:8]1.